This data is from the Open Reaction Database (ORD), a public repository of structured organic reaction records. The task is: describe an organic reaction: reactants, conditions, products, and yield The reactants are c1ccc(COc2ccc(-c3nn[nH]n3)cc2)cc1, CN(C)C=O, CCOC(C)=O, CC(C)I, [H-], [Na+]. Yields the product CC(C)n1nnc(-c2ccc(OCc3ccccc3)cc2)n1. As a reaction SMILES: [CH2:1]([c:2]1[cH:3][cH:4][cH:5][cH:6][cH:7]1)[O:8][c:9]1[cH:10][cH:11][c:12](-[c:15]2[n:16][n:17][nH:18][n:19]2)[cH:13][cH:14]1.[CH3:26][N:27]([CH3:28])[CH:29]=[O:30].[CH3:31][CH2:32][O:33][C:34](=[O:35])[CH3:36].[CH:22]([CH3:23])([CH3:24])[I:25].[H-:20].[Na+:21]>>[CH2:1]([c:2]1[cH:3][cH:4][cH:5][cH:6][cH:7]1)[O:8][c:9]1[cH:10][cH:11][c:12](-[c:15]2[n:16][n:17]([CH:22]([CH3:23])[CH3:24])[n:18][n:19]2)[cH:13][cH:14]1. The product is COC(=O)CC1CCc2cc(OC)ccc2C1=O. Reactants: COC(=O)CBr, [Li]CCCC, C1CCOC1, COc1ccc2c(c1)CCCC2=O, CC(C)[N-]C(C)C, CC(C)NC(C)C, [Li+]. As a reaction SMILES: [Br:34][CH2:35][C:36](=[O:37])[O:38][CH3:39].[CH2:16]([Li:17])[CH2:18][CH2:19][CH3:20].[CH2:40]1[O:41][CH2:42][CH2:43][CH2:44]1.[CH3:21][O:22][c:23]1[cH:24][c:25]2[c:30]([cH:31][cH:32]1)[C:29](=[O:33])[CH2:28][CH2:27][CH2:26]2.[CH3:2][CH:3]([N-:4][CH:5]([CH3:6])[CH3:7])[CH3:8].[CH:9]([NH:10][CH:11]([CH3:12])[CH3:13])([CH3:14])[CH3:15].[Li+:1]>>[CH3:21][O:22][c:23]1[cH:24][c:25]2[c:30]([cH:31][cH:32]1)[C:29](=[O:33])[CH:28]([CH2:35][C:36](=[O:37])[O:38][CH3:39])[CH2:27][CH2:26]2. Starting materials: N=C(C=Cc1ccc(-c2ccc3[nH]ccc3c2)cc1)Nc1ccc(Cl)cc1, [H-], CI, [Na+], CN(C)C=O. The product is Cn1ccc2cc(-c3ccc(C=CC(=N)Nc4ccc(Cl)cc4)cc3)ccc21. RXN SMILES: [Cl:1][c:2]1[cH:3][cH:4][c:5]([NH:8][C:9]([CH:10]=[CH:11][c:12]2[cH:13][cH:14][c:15](-[c:18]3[cH:19][c:20]4[cH:21][cH:22][nH:23][c:24]4[cH:25][cH:26]3)[cH:16][cH:17]2)=[NH:27])[cH:6][cH:7]1.[H-:29].[I:30][CH3:31].[Na+:28].[O:32]=[CH:33][N:34]([CH3:35])[CH3:36]>>[Cl:1][c:2]1[cH:3][cH:4][c:5]([NH:8][C:9]([CH:10]=[CH:11][c:12]2[cH:13][cH:14][c:15](-[c:18]3[cH:19][c:20]4[cH:21][cH:22][n:23]([CH3:31])[c:24]4[cH:25][cH:26]3)[cH:16][cH:17]2)=[NH:27])[cH:6][cH:7]1. Reactants: CN1CCC(NC(=O)c2cc(F)c(Br)cc2Cl)CC1, O=C([O-])[O-], [Cs+], [Cs+], CN1C(=O)CCN(C2CCCCC2)c2nc(N)ncc21, CC(=O)[O-], CC(=O)[O-], C1COCCO1, [Pd+2]. Product: CN1CCC(NC(=O)c2cc(F)c(Nc3ncc4c(n3)N(C3CCCCC3)CCC(=O)N4C)cc2Cl)CC1. RXN SMILES: [Br:21][c:22]1[cH:23][c:24]([Cl:39])[c:25]([C:26](=[O:27])[NH:28][CH:29]2[CH2:30][CH2:31][N:32]([CH3:35])[CH2:33][CH2:34]2)[cH:36][c:37]1[F:38].[C:40](=[O:41])([O-:42])[O-:43].[Cs+:44].[Cs+:45].[NH2:1][c:2]1[n:3][cH:4][c:5]2[c:11]([n:12]1)[N:10]([CH:13]1[CH2:14][CH2:15][CH2:16][CH2:17][CH2:18]1)[CH2:9][CH2:8][C:7](=[O:19])[N:6]2[CH3:20].[O-:47][C:48]([CH3:49])=[O:50].[O-:51][C:52]([CH3:53])=[O:54].[O:55]1[CH2:56][CH2:57][O:58][CH2:59][CH2:60]1.[Pd+2:46]>>[NH:1]([c:2]1[n:3][cH:4][c:5]2[c:11]([n:12]1)[N:10]([CH:13]1[CH2:14][CH2:15][CH2:16][CH2:17][CH2:18]1)[CH2:9][CH2:8][C:7](=[O:19])[N:6]2[CH3:20])[c:22]1[cH:23][c:24]([Cl:39])[c:25]([C:26](=[O:27])[NH:28][CH:29]2[CH2:30][CH2:31][N:32]([CH3:35])[CH2:33][CH2:34]2)[cH:36][c:37]1[F:38]. Starting materials: CN(C(=O)C1=NC(=NC(=C1)C1=CC=C(C=C1)C(F)(F)F)Cl)C (2-chloro-6-(4-trifluoromethyl-phenyl)-pyrimidine-4-carboxylic acid dimethylamide), COC=1C=C(C=CC1N1C=NC(=C1)C)N (3-methoxy-4-(4-methyl-imidazol-1-yl)-phenylamine). Yields the product CN(C(=O)C1=NC(=NC(=C1)C1=CC=C(C=C1)C(F)(F)F)NC1=CC(=C(C=C1)N1C=NC(=C1)C)OC)C (2-[3-Methoxy-4-(4-methyl-imidazol-1-yl)-phenylamino]-6-(4-trifluoromethylphenyl)-pyrimidine-4-carboxylic acid dimethylamide). Isolated yield 51.0%. RXN SMILES: [CH3:1][N:2]([CH3:22])[C:3]([C:5]1[CH:10]=[C:9]([C:11]2[CH:16]=[CH:15][C:14]([C:17]([F:20])([F:19])[F:18])=[CH:13][CH:12]=2)[N:8]=[C:7](Cl)[N:6]=1)=[O:4].[CH3:23][O:24][C:25]1[CH:26]=[C:27]([NH2:37])[CH:28]=[CH:29][C:30]=1[N:31]1[CH:35]=[C:34]([CH3:36])[N:33]=[CH:32]1>>[CH3:1][N:2]([CH3:22])[C:3]([C:5]1[CH:10]=[C:9]([C:11]2[CH:16]=[CH:15][C:14]([C:17]([F:20])([F:19])[F:18])=[CH:13][CH:12]=2)[N:8]=[C:7]([NH:37][C:27]2[CH:28]=[CH:29][C:30]([N:31]3[CH:35]=[C:34]([CH3:36])[N:33]=[CH:32]3)=[C:25]([O:24][CH3:23])[CH:26]=2)[N:6]=1)=[O:4]. Procedure details: Using in analogous manner the procedure described in example 1e), 2-chloro-6-(4-trifluoromethyl-phenyl)-pyrimidine-4-carboxylic acid dimethylamide (99 mg, 0.3 mmol) was reacted with 3-methoxy-4-(4-methyl-imidazol-1-yl)-phenylamine (61 mg, 0.3 mmol) to give the title compound as yellow solid (76 mg, 51%). MS ISP (m/e): 497.4 [(M+H)+]. 1H NMR (CDCl3, 300 MHz): δ (ppm)=8.21 (d, 2H), 7.77 (d, 2H), 7.74 (d, 1H), 7.66 (s, 1H), 7.45 (s, 1H), 7.41 (s, 1H), 7.23 (d, 1H), 7.18 (dd, 1H), 6.90 (s, 1H), 3.89...